Dataset: the Open Reaction Database (ORD), a public repository of structured organic reaction records. Task: describe an organic reaction: reactants, conditions, products, and yield Reactants: Cn1cc(B(O)O)cn1, O=C(N1CCCC2c3cc(OS(=O)(=O)C(F)(F)F)ccc3CC21)C(F)(F)F. The product is Cn1cc(-c2ccc3c(c2)C2CCCN(C(=O)C(F)(F)F)C2C3)cn1. As a reaction SMILES: [CH3:28][n:29]1[n:30][cH:31][c:32]([B:34]([OH:35])[OH:36])[cH:33]1.[F:1][C:2]([C:3](=[O:4])[N:5]1[CH:6]2[CH:7]([CH2:8][CH2:9][CH2:10]1)[c:11]1[cH:12][c:13]([O:18][S:19]([C:20]([F:21])([F:22])[F:23])(=[O:24])=[O:25])[cH:14][cH:15][c:16]1[CH2:17]2)([F:26])[F:27]>>[F:1][C:2]([C:3](=[O:4])[N:5]1[CH:6]2[CH:7]([CH2:8][CH2:9][CH2:10]1)[c:11]1[cH:12][c:13](-[c:32]3[cH:31][n:30][n:29]([CH3:28])[cH:33]3)[cH:14][cH:15][c:16]1[CH2:17]2)([F:26])[F:27]. Starting materials: 2-(di-tert-butylphosphine)biphenyl, CC(C)([O-])C.[Na+] (sodium tert-butoxide), C(C)(C)(C)OC(CCC1=C(C=C(C=C1)OCCC=1N=C(OC1C)C1=CC=C(C=C1)Br)COC(NC1CCCCC1)=O)=O (3-(4-{2-[2-(4-bromophenyl)-5-methyloxazol-4-yl]ethoxy}-2-cyclohexylcarbamoyloxymethylphenyl)-propionic acid tert-butyl ester), C1(=CC=CC=C1)C (toluene), N1CCOCC1 (morpholine). The reagents and catalysts are C=1C=CC(=CC1)/C=C/C(=O)/C=C/C2=CC=CC=C2.C=1C=CC(=CC1)/C=C/C(=O)/C=C/C2=CC=CC=C2.C=1C=CC(=CC1)/C=C/C(=O)/C=C/C2=CC=CC=C2.[Pd].[Pd] (Tris(dibenzylideneacetone)-dipalladium(0)). The solvent is CCOC(=O)C (EtOAc). Run at time 5 hour. Product: C(C)(C)(C)OC(CCC1=C(C=C(C=C1)OCCC=1N=C(OC1C)C1=CC=C(C=C1)N1CCOCC1)COC(NC1CCCCC1)=O)=O (3-(2-Cyclohexylcarbamoyloxymethyl-4-{2-[5-methyl-2-(4-morpholin-4-ylphenyl)oxazol-4-yl]ethoxy}phenyl)propionic acid tert-butyl ester). The yield is 19.1%. Reaction SMILES: [C:1]([O:5][C:6](=[O:42])[CH2:7][CH2:8][C:9]1[CH:14]=[CH:13][C:12]([O:15][CH2:16][CH2:17][C:18]2[N:19]=[C:20]([C:24]3[CH:29]=[CH:28][C:27](Br)=[CH:26][CH:25]=3)[O:21][C:22]=2[CH3:23])=[CH:11][C:10]=1[CH2:31][O:32][C:33](=[O:41])[NH:34][CH:35]1[CH2:40][CH2:39][CH2:38][CH2:37][CH2:36]1)([CH3:4])([CH3:3])[CH3:2].C1(C)C=CC=CC=1.[NH:50]1[CH2:55][CH2:54][O:53][CH2:52][CH2:51]1.CC(C)([O-])C.[Na+]>C1C=CC(/C=C/C(/C=C/C2C=CC=CC=2)=O)=CC=1.C1C=CC(/C=C/C(/C=C/C2C=CC=CC=2)=O)=CC=1.C1C=CC(/C=C/C(/C=C/C2C=CC=CC=2)=O)=CC=1.[Pd].[Pd].CCOC(C)=O>[C:1]([O:5][C:6](=[O:42])[CH2:7][CH2:8][C:9]1[CH:14]=[CH:13][C:12]([O:15][CH2:16][CH2:17][C:18]2[N:19]=[C:20]([C:24]3[CH:29]=[CH:28][C:27]([N:50]4[CH2:55][CH2:54][O:53][CH2:52][CH2:51]4)=[CH:26][CH:25]=3)[O:21][C:22]=2[CH3:23])=[CH:11][C:10]=1[CH2:31][O:32][C:33](=[O:41])[NH:34][CH:35]1[CH2:40][CH2:39][CH2:38][CH2:37][CH2:36]1)([CH3:4])([CH3:3])[CH3:2] |f:3.4,5.6.7.8.9|. Procedure: A 1 mL microvial under a nitrogen atmosphere was charged with 3-(4-{2-[2-(4-bromophenyl)-5-methyloxazol-4-yl]ethoxy}-2-cyclohexylcarbamoyloxymethylphenyl)-propionic acid tert-butyl ester (0.30 g, 0.468 mmol; Example 39), anhydrous toluene (0.5 mL), and then morpholine (0.053 mL, 0.61 mmol). Tris(dibenzylideneacetone)-dipalladium(0) (0.004 g, 0.0044 mmol), 2-(di-tert-butylphosphine)biphenyl (0.006 g, 0.020 mmol), and sodium tert-butoxide (0.063 g, 0.655 mmol) were added sequentially. The mixture ... Reagents/catalysts: O.O.O.O.C(C)(=O)[O-].[Co+2].C(C)(=O)[O-] (cobalt (II) acetate tetrahydrate). The product is C1(C=CC(N1C=1C=C(C=C(C1)C(F)(F)F)C1=CC(=CC(=C1)C(F)(F)F)N1C(C=CC1=O)=O)=O)=O (3,3'-dimaleimido-5,5'-bis(trifluoromethyl)biphenyl). As a reaction SMILES: [C:1]1(=[O:7])O[C:4](=[O:5])[CH:3]=[CH:2]1.[NH2:8][C:9]1[CH:10]=[C:11]([C:19]2[CH:24]=[C:23]([C:25]([F:28])([F:27])[F:26])[CH:22]=[C:21]([NH2:29])[CH:20]=2)[CH:12]=[C:13]([C:15]([F:18])([F:17])[F:16])[CH:14]=1.[CH3:30]N(C)C.[O-2].[Mg+2].C(O[C:40](=[O:42])[CH3:41])(=O)C.CN(C)[CH:45]=[O:46]>O.O.O.O.C([O-])(=O)C.[Co+2].C([O-])(=O)C.O>[C:45]1(=[O:46])[N:29]([C:21]2[CH:20]=[C:19]([C:11]3[CH:12]=[C:13]([C:15]([F:16])([F:17])[F:18])[CH:14]=[C:9]([N:8]4[C:1](=[O:7])[CH:2]=[CH:3][C:4]4=[O:5])[CH:10]=3)[CH:24]=[C:23]([C:25]([F:26])([F:27])[F:28])[CH:22]=2)[C:40](=[O:42])[CH:41]=[CH:30]1 |f:3.4,7.8.9.10.11.12.13|. Procedure: 10.8 g (110 mmol) of maleic anhydride was dissolved with stirring into 50 mL of N,N'-dimethylformamide in a flask. To the resulting solution was slowly dripped a solution of 16.0 g (50.0 mmol) of 3,3'-diamino-5,5'-bis(trifluoromethyl)biphenyl (6FmBPDA) in 50 mL of dimethyl formamide from a dropping funnel. After stirring the resultant solution for 3 hours, 2.4 g of trimethylamine, 100 mg of magnesium (II) oxide and 10 mg of cobalt (II) acetate tetrahydrate were added to the solution. Subsequentl... The solvent is O (water), O (water). The reactants are CN(C=O)C (dimethyl formamide), C1(\C=C/C(=O)O1)=O (maleic anhydride), CN(C)C=O (N,N'-dimethylformamide), CN(C=O)C (dimethyl formamide), CN(C)C (trimethylamine), [O-2].[Mg+2] (magnesium (II) oxide), resultant solution, NC=1C=C(C=C(C1)C(F)(F)F)C1=CC(=CC(=C1)C(F)(F)F)N (3,3'-diamino-5,5'-bis(trifluoromethyl)biphenyl), resultant solution, C(C)(=O)OC(C)=O (acetic anhydride).